Task: describe an organic reaction: reactants, conditions, products, and yield. Dataset: the Open Reaction Database (ORD), a public repository of structured organic reaction records Procedure: To a solution of 2-hydroxy-2-(2-pyridyl)acetic acid from the previous step (160 mg as a 1:1 mixture with NaCl, 0.71 mmol), N-[5-chloro-2-(1H-tetraazol-1-yl)benzyl]-L-prolinamide (215 mg, 0.71 mmol, HPLC RT=2.25 min, method A), and HOBt hydrate (110 mg, 0.71 mmol) in DMF (5 mL) was added EDC (175 mg, 0.92 mmol). Diisopropylethylamine was then added slowly in portions (˜0.1 mL total) to bring the pH of the solution to 6–7 as measured on wetted E. Merck pH indicator strips. The mixture was stirred ... Reaction SMILES: [OH:1][CH:2]([C:6]1[CH:11]=[CH:10][CH:9]=[CH:8][N:7]=1)[C:3]([OH:5])=O.[Na+].[Cl-].[Cl:14][C:15]1[CH:16]=[CH:17][C:18]([N:30]2[CH:34]=[N:33][N:32]=[N:31]2)=[C:19]([CH:29]=1)[CH2:20][NH:21][C:22](=[O:28])[C@@H:23]1[CH2:27][CH2:26][CH2:25][NH:24]1.[CH:35]1C=C2N=NN(O)C2=CC=1.O.C(Cl)CCl.C(N(C(C)C)CC)(C)C>CN(C=O)C>[Cl:14][C:15]1[CH:16]=[CH:17][C:18]([N:30]2[CH:34]=[N:33][N:32]=[N:31]2)=[C:19]([CH:29]=1)[CH2:20][NH:21][C:22](=[O:28])[C@@H:23]1[CH2:27][CH2:26][CH2:25][N:24]1[C:3](=[O:5])[C:2]([OH:1])([C:6]1[CH:11]=[CH:10][CH:9]=[CH:8][N:7]=1)[CH3:35] |f:1.2,4.5|. Run at time 18 hour. Starting materials: C(C)(C)N(CC)C(C)C (Diisopropylethylamine), OC(C(=O)O)C1=NC=CC=C1 (2-hydroxy-2-(2-pyridyl)acetic acid), [Na+].[Cl-] (NaCl), ClC=1C=CC(=C(CNC([C@H]2NCCC2)=O)C1)N1N=NN=C1 (N-[5-chloro-2-(1H-tetraazol-1-yl)benzyl]-L-prolinamide), C1=CC=C2C(=C1)N=NN2O.O (HOBt hydrate), C(CCl)Cl (EDC). Yields the product ClC=1C=CC(=C(CNC([C@H]2N(CCC2)C(C(C)(C2=NC=CC=C2)O)=O)=O)C1)N1N=NN=C1 (N-[5-Chloro-2-(1H-tetraazol-1-yl)benzyl]-1-(2-hydroxy-2-pyridin-2-ylpropanoyl)-L-prolinamide). Solvent: CN(C)C=O (DMF). Starting materials: C(CCC)[Sn](C1=CC=NC=C1)(CCCC)CCCC (4-tributylstannylpyridine), C1(=CC=CC=C1)O (Phenol), C1(=CC=CC=C1)O (Phenol), O-(3,4-dimethoxy)benzyl-3-bromo-5-fluorophenol, C(C1=CC=CC=C1)OC1=CC(=CC(=C1)F)Br (O-benzyl-3-bromo-5-fluorophenol). The product is FC=1C=C(C=C(C1)C1=COC=C1)O (3-Fluoro-5-(3-furyl)phenol). As a reaction SMILES: C([Sn](CCCC)(CCCC)C1C=CN=CC=1)CCC.C([O:27][C:28]1[CH:33]=[C:32]([F:34])[CH:31]=[C:30](Br)[CH:29]=1)C1C=CC=CC=1.[C:36]1([OH:42])[CH:41]=[CH:40][CH:39]=CC=1>>[F:34][C:32]1[CH:33]=[C:28]([OH:27])[CH:29]=[C:30]([C:40]2[CH:41]=[CH:36][O:42][CH:39]=2)[CH:31]=1. Procedure: Following the procedures described in Phenol 1, Steps 2 and 3, but substituting 3-tributylstannylfuran for 4-tributylstannylpyridine, and O-(3,4-dimethoxy)benzyl-3-bromo-5-fluorophenol from Phenol 2, Step 1 for O-benzyl-3-bromo-5-fluorophenol, the title compound was obtained as an oil.